Task: describe an organic reaction: reactants, conditions, products, and yield. Dataset: the Open Reaction Database (ORD), a public repository of structured organic reaction records Starting materials: CNCCO, Cc1nc2c(OC3CCOc4cc(F)cc(F)c43)cc(C(=O)O)cc2[nH]1. The product is Cc1nc2c(OC3CCOc4cc(F)cc(F)c43)cc(C(=O)N(C)CCO)cc2[nH]1. Reaction SMILES: [CH3:27][NH:28][CH2:29][CH2:30][OH:31].[F:1][c:2]1[c:3]2[c:8]([cH:9][c:10]([F:12])[cH:11]1)[O:7][CH2:6][CH2:5][CH:4]2[O:13][c:14]1[cH:15][c:16]([C:24](=[O:25])[OH:26])[cH:17][c:18]2[nH:19][c:20]([CH3:23])[n:21][c:22]12>>[F:1][c:2]1[c:3]2[c:8]([cH:9][c:10]([F:12])[cH:11]1)[O:7][CH2:6][CH2:5][CH:4]2[O:13][c:14]1[cH:15][c:16]([C:24](=[O:26])[N:28]([CH3:27])[CH2:29][CH2:30][OH:31])[cH:17][c:18]2[nH:19][c:20]([CH3:23])[n:21][c:22]12. Reactants: C(C)SC(C(=O)CC(=O)OCC)(C)C (ethyl (2-ethylthio-2-methylpropionyl)acetate), C(CCCCCCCCCCCCCCCCC)OC1=C(N)C=CC=C1 (2-octadecyloxyaniline). Conditions: temperature 150 celsius, time 4 hour. Yields the product C(CCCCCCCCCCCCCCCCC)OC1=C(NC(CC(C(C)(C)SCC)=O)=O)C=CC=C1 (2'-n-Octadecyloxy-(2-ethylthio-2-methylpropionyl)-acetanilide). Isolated yield 85.0%. As a reaction SMILES: [CH2:1]([S:3][C:4]([CH3:14])([CH3:13])[C:5]([CH2:7][C:8]([O:10]CC)=O)=[O:6])[CH3:2].[CH2:15]([O:33][C:34]1[CH:40]=[CH:39][CH:38]=[CH:37][C:35]=1[NH2:36])[CH2:16][CH2:17][CH2:18][CH2:19][CH2:20][CH2:21][CH2:22][CH2:23][CH2:24][CH2:25][CH2:26][CH2:27][CH2:28][CH2:29][CH2:30][CH2:31][CH3:32]>>[CH2:15]([O:33][C:34]1[CH:40]=[CH:39][CH:38]=[CH:37][C:35]=1[NH:36][C:8](=[O:10])[CH2:7][C:5](=[O:6])[C:4]([S:3][CH2:1][CH3:2])([CH3:13])[CH3:14])[CH2:16][CH2:17][CH2:18][CH2:19][CH2:20][CH2:21][CH2:22][CH2:23][CH2:24][CH2:25][CH2:26][CH2:27][CH2:28][CH2:29][CH2:30][CH2:31][CH3:32]. Procedure: A mixture of 21.8 g of ethyl (2-ethylthio-2-methylpropionyl)acetate obtained in Step 1 of Synthesis Example 1 and 36.1 g of 2-octadecyloxyaniline was stirred in an oil bath at 150° C for 4 hours under a reduced pressure of 50 to 100 mmHg. The reaction mixture was recrystallized from ethanol to obtain 45.3 g (yield 85%) of Coupler (10) having a melting point of 60° to 62° C.